This data is from the Open Reaction Database (ORD), a public repository of structured organic reaction records. The task is: describe an organic reaction: reactants, conditions, products, and yield The solvent is C1(=CC=CC=C1)C (PhMe), C1(=CC=CC=C1)C (PhMe), C1(=CC=CC=C1)C (PhMe). RXN SMILES: C[Al](C)C.[NH4+:5].[Cl-].[CH2:7]([O:14][C:15]([N:17]1[CH2:22][C@@H:21]([CH2:23][O:24][Si:25]([C:28]([CH3:31])([CH3:30])[CH3:29])([CH3:27])[CH3:26])[CH2:20][C@H:19]([C:32](OC)=[O:33])[C@@H:18]1[C:36]1[CH:41]=[CH:40][CH:39]=[CH:38][CH:37]=1)=[O:16])[C:8]1[CH:13]=[CH:12][CH:11]=[CH:10][CH:9]=1.O>C1(C)C=CC=CC=1>[CH2:7]([O:14][C:15]([N:17]1[CH2:22][C@@H:21]([CH2:23][O:24][Si:25]([C:28]([CH3:31])([CH3:30])[CH3:29])([CH3:27])[CH3:26])[CH2:20][C@H:19]([C:32](=[O:33])[NH2:5])[C@@H:18]1[C:36]1[CH:41]=[CH:40][CH:39]=[CH:38][CH:37]=1)=[O:16])[C:8]1[CH:13]=[CH:12][CH:11]=[CH:10][CH:9]=1 |f:1.2|. Starting materials: O (H2O), [NH4+].[Cl-] (NH4Cl), [NH4+].[Cl-] (NH4Cl), solution, C[Al](C)C (Me3Al), C(C1=CC=CC=C1)OC(=O)N1[C@H]([C@H](C[C@@H](C1)CO[Si](C)(C)C(C)(C)C)C(=O)OC)C1=CC=CC=C1 ((2R*,3S*,5S*)-1-benzyloxycarbonyl-5-(tert-butyldimethylsilyloxy)methyl-3-methoxycarbonyl-2-phenylpiperidine), 50. The product is C(C1=CC=CC=C1)OC(=O)N1[C@H]([C@H](C[C@@H](C1)CO[Si](C)(C)C(C)(C)C)C(N)=O)C1=CC=CC=C1 ((2R*,3S*,5S*)-1-Benzyloxycarbonyl-5-(tert-butyldimethylsilyloxy)methyl-3-carbamoyl-2-phenylpiperidine). Procedure: Under an atmosphere of N2, a 2.0M solution of Me3Al in PhMe (Aldrich, 140 ml, 280 mmol) was added dropwise to a stirred and ice-cooled suspension of NH4Cl (14.92 g, 279 mmol) in dry PhMe (280 ml). After the addition was complete, the reaction mixture was allowed to stirr at room temperature for 30 minutes; at this point, solid NH4Cl disappeared completely, and the clear, homogeneous mixture resulted. To this was added a solution of (2R*,3S*,5S*)-1-benzyloxycarbonyl-5-(tert-butyldimethylsilyloxy)... Conditions: time 30 minute. Yield: 102.2%. Reactants: [BH4-], COc1cc(C=O)ccc1OCc1nc(-c2cccnc2)oc1C, [Na+], C1CCOC1, O. Product: COc1cc(CO)ccc1OCc1nc(-c2cccnc2)oc1C. As a reaction SMILES: [BH4-:25].[CH3:1][O:2][c:3]1[cH:4][c:5]([CH:6]=[O:7])[cH:8][cH:9][c:10]1[O:11][CH2:12][c:13]1[n:14][c:15](-[c:19]2[cH:20][n:21][cH:22][cH:23][cH:24]2)[o:16][c:17]1[CH3:18].[Na+:26].[O:28]1[CH2:29][CH2:30][CH2:31][CH2:32]1.[OH2:27]>>[CH3:1][O:2][c:3]1[cH:4][c:5]([CH2:6][OH:7])[cH:8][cH:9][c:10]1[O:11][CH2:12][c:13]1[n:14][c:15](-[c:19]2[cH:20][n:21][cH:22][cH:23][cH:24]2)[o:16][c:17]1[CH3:18]. Starting materials: BrC=1C=C2C=3CCCC(C3NC2=CC1)N (6-bromo-2,3,4,9-tetrahydro-1H-carbazol-1-amine), N1=C(C=CC=C1)C(=O)Cl (picolinoyl chloride). The product is BrC=1C=C2C=3CCCC(C3NC2=CC1)NC(=O)C1=NC=CC=C1 (N-(6-Bromo-2,3,4,9-tetrahydro-1H-carbazol-1-yl)pyridine-2-carboxamide), solid. Yield: 64.0%. RXN SMILES: [Br:1][C:2]1[CH:3]=[C:4]2[C:12](=[CH:13][CH:14]=1)[NH:11][C:10]1[CH:9]([NH2:15])[CH2:8][CH2:7][CH2:6][C:5]2=1.[N:16]1[CH:21]=[CH:20][CH:19]=[CH:18][C:17]=1[C:22](Cl)=[O:23]>>[Br:1][C:2]1[CH:3]=[C:4]2[C:12](=[CH:13][CH:14]=1)[NH:11][C:10]1[CH:9]([NH:15][C:22]([C:17]3[CH:18]=[CH:19][CH:20]=[CH:21][N:16]=3)=[O:23])[CH2:8][CH2:7][CH2:6][C:5]2=1. Procedure: N-(6-Bromo-2,3,4,9-tetrahydro-1H-carbazol-1-yl)pyridine-2-carboxamide was prepared from 6-bromo-2,3,4,9-tetrahydro-1H-carbazol-1-amine and picolinoyl chloride in a similar manner as described above to give an off-white solid (64% yield). 1H-NMR (CDCl3): δ 8.96 (s, 1H), 8.52 (m, 1H), 8.37 (d, 1H), 8.21 (m, 1H), 7.86 (m, 1H), 7.61 (m, 1H), 7.43 (m, 1H), 7.22 (dd, 1H), 7.17 (d, 1H), 5.31 (m, 1H), 2.72 (m, 2H), 2.31 (m, 1H), 1.98 (m, 3H); MS m/z 370 (M−1). Reactants: COc1ccc2c(c1)CN(Cc1ccccc1)CC(=O)N2, O=C(Cl)OCc1ccccc1, ClCCl. The product is COc1ccc2c(c1)CN(C(=O)OCc1ccccc1)CC(=O)N2. RXN SMILES: [CH2:1]([c:2]1[cH:3][cH:4][cH:5][cH:6][cH:7]1)[N:8]1[CH2:9][C:10](=[O:21])[NH:11][c:12]2[c:13]([cH:15][c:16]([O:19][CH3:20])[cH:17][cH:18]2)[CH2:14]1.[Cl:22][C:23](=[O:24])[O:25][CH2:26][c:27]1[cH:28][cH:29][cH:30][cH:31][cH:32]1.[Cl:33][CH2:34][Cl:35]>>[N:8]1([C:23](=[O:24])[O:25][CH2:26][c:27]2[cH:28][cH:29][cH:30][cH:31][cH:32]2)[CH2:9][C:10](=[O:21])[NH:11][c:12]2[c:13]([cH:15][c:16]([O:19][CH3:20])[cH:17][cH:18]2)[CH2:14]1. Reactants: ON=C(Cl)c1cccnc1, COc1c(N2CC3ON=C(c4ccccn4)C3C2)c(F)cc2c(=O)c(C(=O)O)cn(C3CC3)c12. Product: COc1c(N2CC3ON=C(c4cccnc4)C3C2)c(F)cc2c(=O)c(C(=O)O)cn(C3CC3)c12. RXN SMILES: [OH:35][N:36]=[C:37]([c:38]1[cH:39][n:40][cH:41][cH:42][cH:43]1)[Cl:44].[n:1]1[cH:2][cH:3][cH:4][cH:5][c:6]1[C:7]1=[N:8][O:9][CH:10]2[CH:11]1[CH2:12][N:13]([c:15]1[c:16]([F:34])[cH:17][c:18]3[c:19](=[O:33])[c:20]([C:30](=[O:31])[OH:32])[cH:21][n:22]([CH:27]4[CH2:28][CH2:29]4)[c:23]3[c:24]1[O:25][CH3:26])[CH2:14]2>>[C:7]1([c:38]2[cH:39][n:40][cH:41][cH:42][cH:43]2)=[N:8][O:9][CH:10]2[CH:11]1[CH2:12][N:13]([c:15]1[c:16]([F:34])[cH:17][c:18]3[c:19](=[O:33])[c:20]([C:30](=[O:31])[OH:32])[cH:21][n:22]([CH:27]4[CH2:28][CH2:29]4)[c:23]3[c:24]1[O:25][CH3:26])[CH2:14]2. Starting materials: N(=O)[O-].[Na+] (sodium nitrite), Br.N=C1SCCN1CC1=CC=CC=C1 (2-imino-3-phenylmethylthiazolidine hydrobromide), C(C)(=O)[O-].[Na+] (sodium acetate), C(C)(=O)O (acetic acid). Solvent: O (water), O (water). Yields the product C1(=CC=CC=C1)CN1C(SCC1)=O (3-phenylmethyl-2-thiazolidinone). Isolated yield 42.3%. As a reaction SMILES: Br.N=[C:3]1[N:7]([CH2:8][C:9]2[CH:14]=[CH:13][CH:12]=[CH:11][CH:10]=2)[CH2:6][CH2:5][S:4]1.C([O-])(=[O:17])C.[Na+].C(O)(=O)C.N([O-])=O.[Na+]>O>[C:9]1([CH2:8][N:7]2[CH2:6][CH2:5][S:4][C:3]2=[O:17])[CH:14]=[CH:13][CH:12]=[CH:11][CH:10]=1 |f:0.1,2.3,5.6|. Reported procedure: To a solution of 2.73 g (0.01 mol) of 2-imino-3-phenylmethylthiazolidine hydrobromide in 10 ml of water 1.36 g of anhydrous sodium acetate and 0.62 ml of glacial acetic acid are added, then 0.75 g of sodium nitrite dissolved in 3 ml of water is dropped to the above mixture at 5° C. under stirring, then the mixture is stirred at 5° C. for additional 3 hours. After standing in a refrigerator overnight, the solution is stirred at room temperature for 3 hours. After rubbing, a precipitate appears wh...